This data is from the Open Reaction Database (ORD), a public repository of structured organic reaction records. The task is: describe an organic reaction: reactants, conditions, products, and yield Reactants: Brc1csc2ccccc12, [Li]CCCC, CCOCC, CCCCCC, [Cl-], [Cl-], Cl, COc1ccc(I)cc1, [Zn+2]. The product is COc1ccc(-c2csc3ccccc23)cc1. RXN SMILES: [Br:12][c:13]1[cH:14][s:15][c:16]2[c:17]1[cH:18][cH:19][cH:20][cH:21]2.[CH2:1]([Li:2])[CH2:3][CH2:4][CH3:5].[CH3:32][CH2:33][O:34][CH2:35][CH3:36].[CH3:6][CH2:7][CH2:8][CH2:9][CH2:10][CH3:11].[Cl-:37].[Cl-:39].[ClH:31].[I:22][c:23]1[cH:24][cH:25][c:26]([O:29][CH3:30])[cH:27][cH:28]1.[Zn+2:38]>>[c:13]1(-[c:23]2[cH:24][cH:25][c:26]([O:29][CH3:30])[cH:27][cH:28]2)[cH:14][s:15][c:16]2[c:17]1[cH:18][cH:19][cH:20][cH:21]2. Starting materials: NC1=C(C=C(C(=O)O)C=C1)S(=O)(=O)C (4-amino-3-methylsulfonylbenzoic acid), S(=O)(Cl)Cl (thionyl chloride), CO (methanol). Product: NC1=C(C=C(C(=O)OC)C=C1)S(=O)(=O)C (methyl 4-amino-3-methylsulfonylbenzoate). As a reaction SMILES: [NH2:1][C:2]1[CH:10]=[CH:9][C:5]([C:6]([OH:8])=[O:7])=[CH:4][C:3]=1[S:11]([CH3:14])(=[O:13])=[O:12].S(Cl)(Cl)=O.[CH3:19]O>>[NH2:1][C:2]1[CH:10]=[CH:9][C:5]([C:6]([O:8][CH3:19])=[O:7])=[CH:4][C:3]=1[S:11]([CH3:14])(=[O:13])=[O:12]. Procedure: Precursors of Example 28 starting from 4-chloro-3-methylsulfonylbenzoic acid via 4-N-hydrazino-3-methylsulfonylbenzoic acid (m.p. 243°-245° C.) and its hydrogenolytic N--N cleavage with Raney nickel catalyst in methanol/aq. NH3 under normal pressure at room temperature to give 4-amino-3-methylsulfonylbenzoic acid (m.p. 258°-262° C.) and subsequent reaction with thionyl chloride and methanol to give methyl 4-amino-3-methylsulfonylbenzoate (m.p. 146° C.).